From a dataset of the Open Reaction Database (ORD), a public repository of structured organic reaction records. describe an organic reaction: reactants, conditions, products, and yield Reactants: ClC1=CC=C(C=C1)C(C=1C(=NN(C1)C1CC1)C(=O)OCC)O (ethyl 4-((4-chlorophenyl)(hydroxy)methyl)-1-cyclopropyl-1H-pyrazole-3-carboxylate), NC=1C=C(C(N(C1)C)=O)Cl (5-amino-3-chloro-1-methylpyridin-2(1H)-one). Run in CCOC(=O)C (EtOAc). Product: ClC1=CC(=CN(C1=O)C)NC(C=1C(=NN(C1)C1CC1)C(=O)OCC)C1=CC=C(C=C1)Cl (ethyl 4-(((5-chloro-1-methyl-6-oxo-1,6-dihydropyridin-3-yl)amino)(4-chlorophenyl)-methyl)-1-cyclopropyl-1H-pyrazole-3-carboxylate). As a reaction SMILES: [Cl:1][C:2]1[CH:7]=[CH:6][C:5]([CH:8](O)[C:9]2[C:10]([C:17]([O:19][CH2:20][CH3:21])=[O:18])=[N:11][N:12]([CH:14]3[CH2:16][CH2:15]3)[CH:13]=2)=[CH:4][CH:3]=1.[NH2:23][C:24]1[CH:25]=[C:26]([Cl:32])[C:27](=[O:31])[N:28]([CH3:30])[CH:29]=1>CCOC(C)=O>[Cl:32][C:26]1[C:27](=[O:31])[N:28]([CH3:30])[CH:29]=[C:24]([NH:23][CH:8]([C:5]2[CH:6]=[CH:7][C:2]([Cl:1])=[CH:3][CH:4]=2)[C:9]2[C:10]([C:17]([O:19][CH2:20][CH3:21])=[O:18])=[N:11][N:12]([CH:14]3[CH2:16][CH2:15]3)[CH:13]=2)[CH:25]=1. Procedure: The title compound was prepared in analogy to the procedure described in Step 10.3 using ethyl 4-((4-chlorophenyl)(hydroxy)methyl)-1-cyclopropyl-1H-pyrazole-3-carboxylate (Step 37.3) and 5-amino-3-chloro-1-methylpyridin-2(1H)-one (Step 5.2). tR: 4.54 min (HPLC 1); tR: 1.03 min (LC-MS 2); ESI-MS: 461 [M+H]+ (LC-MS 2); Rf=0.18 (EtOAc). Reactants: ClC=1C=C(C=CC1)S (3-chloro-benzenethiol), [H-].[Na+] (NaH), C(C)OC(CBr)=O (bromo-acetic acid ethyl ester). Solvent: CN(C)C=O (DMF). Conditions: time 2 hour. Yields the product COC(CSC1=CC(=CC=C1)Cl)=O ((3-chloro-phenylsulfanyl)-acetic acid methyl ester). Yield: 94.3%. Reaction SMILES: [Cl:1][C:2]1[CH:3]=[C:4]([SH:8])[CH:5]=[CH:6][CH:7]=1.[H-].[Na+].[CH2:11]([O:13][C:14](=[O:17])[CH2:15]Br)C>CN(C=O)C>[CH3:11][O:13][C:14](=[O:17])[CH2:15][S:8][C:4]1[CH:5]=[CH:6][CH:7]=[C:2]([Cl:1])[CH:3]=1 |f:1.2|. Reported procedure: In analogy to example 81.1, 4.34 g (0.030 mol) of 3-chloro-benzenethiol in 50 mL of DMF at 0° C. were treated with 1.32 g (0.033 mol, 1.1 eq) of NaH (55% in oil) over 45 min. 4.82 g (0.032 g, 1.05 eq) of bromo-acetic acid ethyl ester were added, and stirring was continued for 2 hours. Workup and purification gave 5.9 g (91%) of (3-chloro-phenylsulfanyl)-acetic acid methyl ester as a colorless oil. Starting materials: Cc1ccc(Br)c(S(=O)(=O)Cl)c1, [F-], [K+], C1COCCO1, O. The product is Cc1ccc(Br)c(S(=O)(=O)F)c1. RXN SMILES: [Br:1][c:2]1[c:3]([S:9](=[O:10])(=[O:11])[Cl:12])[cH:4][c:5]([CH3:8])[cH:6][cH:7]1.[F-:13].[K+:14].[O:15]1[CH2:16][CH2:17][O:18][CH2:19][CH2:20]1.[OH2:21]>>[Br:1][c:2]1[c:3]([S:9](=[O:10])(=[O:11])[F:13])[cH:4][c:5]([CH3:8])[cH:6][cH:7]1. Reactants: CCCOc1ccc(CO[Si](C(C)C)(C(C)C)C(C)C)nc1OCc1ccccc1, CCCC[N+](CCCC)(CCCC)CCCC, [F-], C1CCOC1, O. Yields the product CCCOc1ccc(CO)nc1OCc1ccccc1. Reaction SMILES: [CH2:1]([c:2]1[cH:3][cH:4][cH:5][cH:6][cH:7]1)[O:8][c:9]1[n:10][c:11]([CH2:19][O:20][Si:21]([CH:22]([CH3:23])[CH3:24])([CH:25]([CH3:26])[CH3:27])[CH:28]([CH3:29])[CH3:30])[cH:12][cH:13][c:14]1[O:15][CH2:16][CH2:17][CH3:18].[CH3:32][CH2:33][CH2:34][CH2:35][N+:36]([CH2:37][CH2:38][CH2:39][CH3:40])([CH2:41][CH2:42][CH2:43][CH3:44])[CH2:45][CH2:46][CH2:47][CH3:48].[F-:31].[O:49]1[CH2:50][CH2:51][CH2:52][CH2:53]1.[OH2:54]>>[CH2:1]([c:2]1[cH:3][cH:4][cH:5][cH:6][cH:7]1)[O:8][c:9]1[n:10][c:11]([CH2:19][OH:20])[cH:12][cH:13][c:14]1[O:15][CH2:16][CH2:17][CH3:18]. Starting materials: CCO, CON=CCN1CCOC1=O, NCCN. The product is O=C1OCCN1CCC1=NCCN1. Reaction SMILES: [CH3:16][CH2:17][OH:18].[CH3:1][O:2][N:3]=[CH:4][CH2:5][N:6]1[C:7](=[O:11])[O:8][CH2:9][CH2:10]1.[NH2:12][CH2:13][CH2:14][NH2:15]>>[CH2:4]([CH2:5][N:6]1[C:7](=[O:11])[O:8][CH2:9][CH2:10]1)[C:16]1=[N:15][CH2:14][CH2:13][NH:12]1.